This data is from the Open Reaction Database (ORD), a public repository of structured organic reaction records. The task is: describe an organic reaction: reactants, conditions, products, and yield Starting materials: solution, C[O-].[Na+] (sodium methoxide), ice, C(C1=CC=CC=C1)[C@@H]1N(C(OC1)=O)C([C@H]([C@H](O)C1=C(C=C(C=C1)OCC1=CC=CC=C1)C)OCC)=O ((S)-4-benzyl-3-[(2S,3R)-3-(4-benzyloxy-2-methyl-phenyl)-2-ethoxy-3-hydroxy-propionyl]-oxazolidin-2-one). Run in CO (methanol). The product is COC([C@H]([C@H](O)C1=C(C=C(C=C1)OCC1=CC=CC=C1)C)OCC)=O ((2S,3R)-3-(4-Benzyloxy-2-methyl-phenyl)-2-ethoxy-3-hydroxy-propionic acid methyl ester). Isolated yield 69.4%. Reaction SMILES: [CH3:1][O-:2].[Na+].C([C@H]1COC(=O)N1[C:17](=[O:39])[C@@H:18]([O:36][CH2:37][CH3:38])[C@@H:19]([C:21]1[CH:26]=[CH:25][C:24]([O:27][CH2:28][C:29]2[CH:34]=[CH:33][CH:32]=[CH:31][CH:30]=2)=[CH:23][C:22]=1[CH3:35])[OH:20])C1C=CC=CC=1>CO>[CH3:1][O:2][C:17](=[O:39])[C@@H:18]([O:36][CH2:37][CH3:38])[C@@H:19]([C:21]1[CH:26]=[CH:25][C:24]([O:27][CH2:28][C:29]2[CH:30]=[CH:31][CH:32]=[CH:33][CH:34]=2)=[CH:23][C:22]=1[CH3:35])[OH:20] |f:0.1|. Reported procedure: A 5.4 M solution of sodium methoxide (7.3 ml, 39.5 mmol) was added to an ice-cooled and stirred suspension of (S)-4-benzyl-3-[(2S,3R)-3-(4-benzyloxy-2-methyl-phenyl)-2-ethoxy-3-hydroxy-propionyl]-oxazolidin-2-one (17.6 g, 36 mmol) in dry methanol (87 ml). The mixture was stirred at 0° C. for 15 min, quenched and neutralized by the addition of dilute aqueous hydrochloric acid (1.0 M). The solution was concentrated under reduced pressure and the residue dissolved in ice water/ethyl acetate 1/1. Th... Starting materials: N#Cc1cn(CO)c2ccccc12, ClCCl, O=S(Cl)Cl. Product: N#Cc1cn(CCl)c2ccccc12. Reaction SMILES: [C:1](#[N:2])[c:3]1[cH:4][n:5]([CH2:12][OH:13])[c:6]2[cH:7][cH:8][cH:9][cH:10][c:11]12.[Cl:18][CH2:19][Cl:20].[S:14]([Cl:15])([Cl:16])=[O:17]>>[C:1](#[N:2])[c:3]1[cH:4][n:5]([CH2:12][Cl:16])[c:6]2[cH:7][cH:8][cH:9][cH:10][c:11]12.